describe an organic reaction: reactants, conditions, products, and yield From a dataset of the Open Reaction Database (ORD), a public repository of structured organic reaction records. The reagents and catalysts are [Pd] (palladium on charcoal). Starting materials: N(=[N+]=[N-])CC(COC(NCCCCCCCCCCCCCCCCCC)=O)CC(C)OC(C1=CC=CC=C1)=O (1-azido-2-(2-benzoyloxypropan-1-yl)-3-octadecylcarbamoyloxypropane). Product: C(C1=CC=CC=C1)(=O)OC(CC(CN)COC(NCCCCCCCCCCCCCCCCCC)=O)C (2-(2-benzoyloxypropan-1-yl)-3-octadecylcarbamoyloxypropylamine). Conditions: time 1 hour. RXN SMILES: [N:1]([CH2:4][CH:5]([CH2:29][CH:30]([O:32][C:33](=[O:40])[C:34]1[CH:39]=[CH:38][CH:37]=[CH:36][CH:35]=1)[CH3:31])[CH2:6][O:7][C:8](=[O:28])[NH:9][CH2:10][CH2:11][CH2:12][CH2:13][CH2:14][CH2:15][CH2:16][CH2:17][CH2:18][CH2:19][CH2:20][CH2:21][CH2:22][CH2:23][CH2:24][CH2:25][CH2:26][CH3:27])=[N+]=[N-]>[Pd].CO>[C:33]([O:32][CH:30]([CH3:31])[CH2:29][CH:5]([CH2:6][O:7][C:8](=[O:28])[NH:9][CH2:10][CH2:11][CH2:12][CH2:13][CH2:14][CH2:15][CH2:16][CH2:17][CH2:18][CH2:19][CH2:20][CH2:21][CH2:22][CH2:23][CH2:24][CH2:25][CH2:26][CH3:27])[CH2:4][NH2:1])(=[O:40])[C:34]1[CH:35]=[CH:36][CH:37]=[CH:38][CH:39]=1. Procedure: A suspension of 1.617 g (2.89 mM) of 1-azido-2-(2-benzoyloxypropan-1-yl)-3-octadecylcarbamoyloxypropane m7b and 170 mg of 10% palladium on charcoal in 150 ml of methanol is hydrogenated under hydrogen atmosphere for 1 hour. The mixture is filtered and the solvent of the filtrate is evaporated to obtained crude titled compound m8. Run in CO (methanol). The solvent is O1CCCC1 (tetrahydrofuran). The reactants are FC1=CC=CC(=C1/C=C/C1=CC=NC=C1)NS(=O)(=O)C1=CC=C(C=C1)OC ((E)-4-[2-[6-Fluoro-2-[[(p-methoxyphenyl)sulfonyl]amino]phenyl]ethenyl]pyridine), ICCO (2-iodoethanol), C([O-])([O-])=O.[K+].[K+] (potassium carbonate). As a reaction SMILES: [F:1][C:2]1[C:7](/[CH:8]=[CH:9]/[C:10]2[CH:15]=[CH:14][N:13]=[CH:12][CH:11]=2)=[C:6]([NH:16][S:17]([C:20]2[CH:25]=[CH:24][C:23]([O:26][CH3:27])=[CH:22][CH:21]=2)(=[O:19])=[O:18])[CH:5]=[CH:4][CH:3]=1.I[CH2:29][CH2:30][OH:31].C(=O)([O-])[O-].[K+].[K+]>O1CCCC1>[F:1][C:2]1[C:7](/[CH:8]=[CH:9]/[C:10]2[CH:15]=[CH:14][N:13]=[CH:12][CH:11]=2)=[C:6]([N:16]([CH2:29][CH2:30][OH:31])[S:17]([C:20]2[CH:21]=[CH:22][C:23]([O:26][CH3:27])=[CH:24][CH:25]=2)(=[O:19])=[O:18])[CH:5]=[CH:4][CH:3]=1 |f:2.3.4|. The product is FC1=CC=CC(=C1/C=C/C1=CC=NC=C1)N(S(=O)(=O)C1=CC=C(C=C1)OC)CCO ((E)-4-[2-[6-Fluoro-2-[N-(2-hydroxyethyl)-N-[(p-methoxyphenyl)sulfonyl]amino]phenyl]ethenyl]pyridine). Yield: 21.5%. Reported procedure: In tetrahydrofuran was dissolved 1.92 g of the compound obtained in Example 43, followed by addition of 1.72 g of 2-iodoethanol and 0.69 g of potassium carbonate. The mixture was refluxed overnight and after-treated to give crystals. This crystal crop was recrystallized from ethanol to provide 0.46 g of the title compound,(light yellow needles). m.p. 152-153° C. Starting materials: COc1ccc(C#N)c(CBr)c1, [C-]#N, CC#N, CCO, [K+], O. Product: COc1ccc(C#N)c(CC#N)c1. RXN SMILES: [Br:1][CH2:2][c:3]1[c:4]([C:5]#[N:6])[cH:7][cH:8][c:9]([O:11][CH3:12])[cH:10]1.[C-:16]#[N:17].[CH3:13][C:14]#[N:15].[CH3:20][CH2:21][OH:22].[K+:18].[OH2:19]>>[CH2:2]([c:3]1[c:4]([C:5]#[N:6])[cH:7][cH:8][c:9]([O:11][CH3:12])[cH:10]1)[C:14]#[N:15]. As a reaction SMILES: [C:17]([c:18]1[cH:19][cH:20][c:21]([O:24][CH3:25])[cH:22][cH:23]1)(=[O:26])[Cl:27].[CH3:28][CH2:29][CH2:30][CH2:31][CH2:32][CH2:33][CH3:34].[CH3:35][CH2:36][OH:37].[NH2:1][c:2]1[c:3]([CH2:4][CH2:5][CH:6]2[N:7]([CH3:12])[CH2:8][CH2:9][CH2:10][CH2:11]2)[cH:13][cH:14][cH:15][cH:16]1>>[NH:1]([c:2]1[c:3]([CH2:4][CH2:5][CH:6]2[N:7]([CH3:12])[CH2:8][CH2:9][CH2:10][CH2:11]2)[cH:13][cH:14][cH:15][cH:16]1)[C:17]([c:18]1[cH:19][cH:20][c:21]([O:24][CH3:25])[cH:22][cH:23]1)=[O:26]. The product is COc1ccc(C(=O)Nc2ccccc2CCC2CCCCN2C)cc1. The reactants are COc1ccc(C(=O)Cl)cc1, CCCCCCC, CCO, CN1CCCCC1CCc1ccccc1N. Starting materials: O([Si](C1=CC=CC=C1)(C1=CC=CC=C1)C(C)(C)C)CC(CCCC(C=C)(O)C)C (8-t-Butyldiphenylsiloxy-3,7-dimethyl-1-octen-3-ol), C(CC(=O)C)(=O)OCC (ethyl acetoacetate), C(C)(=O)[O-].[Na+] (sodium acetate). Run at temperature 205 celsius, time 2 hour. Yields the product O([Si](C1=CC=CC=C1)(C1=CC=CC=C1)C(C)(C)C)CC(CCC\C(=C/CCC(C)=O)\C)C (Z-1-t-butyldiphenylsiloxy-2,6-dimethyl-10-oxo-undec-6 -ene). Isolated yield 50.0%. Reaction SMILES: [O:1]([CH2:19][CH:20]([CH3:29])[CH2:21][CH2:22][CH2:23][C:24](C)(O)[CH:25]=C)[Si:2]([C:15]([CH3:18])([CH3:17])[CH3:16])([C:9]1[CH:14]=[CH:13][CH:12]=[CH:11][CH:10]=1)[C:3]1[CH:8]=[CH:7][CH:6]=[CH:5][CH:4]=1.[C:30]([O:36]CC)(=O)[CH2:31][C:32]([CH3:34])=O.[C:39]([O-])(=O)C.[Na+]>>[O:1]([CH2:19][CH:20]([CH3:29])[CH2:21][CH2:22][CH2:23]/[C:24](/[CH3:25])=[CH:34]\[CH2:32][CH2:31][C:30](=[O:36])[CH3:39])[Si:2]([C:15]([CH3:16])([CH3:17])[CH3:18])([C:9]1[CH:10]=[CH:11][CH:12]=[CH:13][CH:14]=1)[C:3]1[CH:8]=[CH:7][CH:6]=[CH:5][CH:4]=1 |f:2.3|. Reported procedure: 8-t-Butyldiphenylsiloxy-3,7-dimethyl-1-octen-3-ol (60.33 g) is treated with ethyl acetoacetate (28.8 ml) and anhydrous sodium acetate (232 mg) and the mixture is allowed to stir for 2 hours at 205° C. under a short path distillation head to remove the ethanol formed in the reaction. The crude reaction mixture is purified via silica gel chromatography using ethyl acetate-hexane gradients to give 6 E/Z-1-t-butyldiphenylsiloxy-2,6-dimethyl-10-oxo-undec-6 -ene (32.9 g, 50%) as a yellow oil: ir (neat... Reactants: C1CCOC1, CNC, O=C(O)Cc1ccc(Oc2ccc3c(c2)S(=O)(=O)NC2CCCN32)cc1. Product: CN(C)C(=O)Cc1ccc(Oc2ccc3c(c2)S(=O)(=O)NC2CCCN32)cc1. Reaction SMILES: [CH2:30]1[O:31][CH2:32][CH2:33][CH2:34]1.[CH3:1][NH:2][CH3:3].[O:4]=[S:5]1(=[O:29])[NH:6][CH:7]2[N:8]([c:9]3[c:10]1[cH:11][c:12]([O:15][c:16]1[cH:17][cH:18][c:19]([CH2:22][C:23](=[O:24])[OH:25])[cH:20][cH:21]1)[cH:13][cH:14]3)[CH2:26][CH2:27][CH2:28]2>>[CH3:1][N:2]([CH3:3])[C:23]([CH2:22][c:19]1[cH:18][cH:17][c:16]([O:15][c:12]2[cH:11][c:10]3[c:9]([cH:14][cH:13]2)[N:8]2[CH:7]([NH:6][S:5]3(=[O:4])=[O:29])[CH2:28][CH2:27][CH2:26]2)[cH:21][cH:20]1)=[O:24]. The reactants are [H-].[Na+] (sodium hydride), CC1=C2C(C(NC2=C(C=C1)C)=O)=O (4,7-Dimethyl-1H-indole-2,3-dione), ClCCN1CCN(CC1)CC1=CC=CC=C1 (1-(2-chloroethyl)-4-(phenylmethyl)piperazine). Run in CN(C)C=O (DMF), CN(C)C=O (DMF). Run at temperature 80 celsius, time 30 minute. Yields the product Cl.Cl.CC1=C2C(C(N(C2=C(C=C1)C)CCN1CCN(CC1)CC1=CC=CC=C1)=O)=O (4,7-dimethyl-1-[2-[4-(phenylmethyl)-1-piperazinyl]ethyl]-1H-indole-2,3-dione dihydrochloride). RXN SMILES: [CH3:1][C:2]1[CH:10]=[CH:9][C:8]([CH3:11])=[C:7]2[C:3]=1[C:4](=[O:13])[C:5](=[O:12])[NH:6]2.[H-].[Na+].[Cl:16][CH2:17][CH2:18][N:19]1[CH2:24][CH2:23][N:22]([CH2:25][C:26]2[CH:31]=[CH:30][CH:29]=[CH:28][CH:27]=2)[CH2:21][CH2:20]1>CN(C=O)C>[ClH:16].[ClH:16].[CH3:1][C:2]1[CH:10]=[CH:9][C:8]([CH3:11])=[C:7]2[C:3]=1[C:4](=[O:13])[C:5](=[O:12])[N:6]2[CH2:17][CH2:18][N:19]1[CH2:24][CH2:23][N:22]([CH2:25][C:26]2[CH:31]=[CH:30][CH:29]=[CH:28][CH:27]=2)[CH2:21][CH2:20]1 |f:1.2,5.6.7|. Procedure: 4,7-Dimethyl-1H-indole-2,3-dione (700 mg) in dry DMF (10 ml) was cooled to 0° C. and sodium hydride (80% dispersion in mineral oil, 120 mg) was added. After 30 minutes at 0° C. 1-(2-chloroethyl)-4-(phenylmethyl)piperazine (1 g) in dry DMF (5 ml) was added. The mixture was heated to 80° C. for 2 hours and then evaporated under reduced pressure. The residue was subjected to flash chromatography and then treated with ethanolic HCl to give 4,7-dimethyl-1-[2-[4-(phenylmethyl)-1-piperazinyl]ethyl]-1H-...